From a dataset of the Open Reaction Database (ORD), a public repository of structured organic reaction records. describe an organic reaction: reactants, conditions, products, and yield The reactants are C1COCCO1, COC(=O)c1cc(Cc2c(C)c(OC)c(OC)c(OC)c2OC)ccc1-c1cccc(OC)c1, [Na+], [OH-], O. Yields the product COc1cccc(-c2ccc(Cc3c(C)c(OC)c(OC)c(OC)c3OC)cc2C(=O)O)c1. Reaction SMILES: [CH2:37]1[O:38][CH2:39][CH2:40][O:41][CH2:42]1.[CH3:1][O:2][c:3]1[c:4]([CH3:34])[c:5]([CH2:6][c:7]2[cH:8][cH:9][c:10](-[c:17]3[cH:18][c:19]([O:23][CH3:24])[cH:20][cH:21][cH:22]3)[c:11]([C:12](=[O:13])[O:14][CH3:15])[cH:16]2)[c:25]([O:32][CH3:33])[c:26]([O:30][CH3:31])[c:27]1[O:28][CH3:29].[Na+:36].[OH-:35].[OH2:43]>>[CH3:1][O:2][c:3]1[c:4]([CH3:34])[c:5]([CH2:6][c:7]2[cH:8][cH:9][c:10](-[c:17]3[cH:18][c:19]([O:23][CH3:24])[cH:20][cH:21][cH:22]3)[c:11]([C:12](=[O:13])[OH:14])[cH:16]2)[c:25]([O:32][CH3:33])[c:26]([O:30][CH3:31])[c:27]1[O:28][CH3:29]. Reactants: C(C=C)C1=C(C=C(C=C1)Br)[SiH](C)C (1-allyldimethylsilyl-4-bromobenzene), C(C)(C)(C)[Li] (t-butyllithium), [NH4+].[Cl-] (NH4Cl), BrCCCOC1OCCCC1 (2-(3-bromopropoxy)tetrahydro-2H-pyran). The solvent is C1CCOC1 (THF). Run at temperature -78 celsius, time 30 minute. Yields the product C(C=C)C1=CC(=C(C=C1)CCCOC1OCCCC1)[SiH](C)C (2-[3-(4-Allyldimethylsilylphenyl)propoxy]tetrahydro-2H-pyran). The yield is 39.0%. RXN SMILES: [CH2:1]([C:4]1[CH:9]=[CH:8][C:7](Br)=[CH:6][C:5]=1[SiH:11]([CH3:13])[CH3:12])[CH:2]=[CH2:3].[C:14]([Li])(C)([CH3:16])[CH3:15].BrCCC[O:23][CH:24]1[CH2:29][CH2:28][CH2:27][CH2:26][O:25]1.[NH4+].[Cl-]>C1COCC1>[CH2:16]([C:7]1[CH:8]=[CH:9][C:4]([CH2:1][CH2:2][CH2:3][O:23][CH:24]2[CH2:29][CH2:28][CH2:27][CH2:26][O:25]2)=[C:5]([SiH:11]([CH3:13])[CH3:12])[CH:6]=1)[CH:14]=[CH2:15] |f:3.4|. Procedure: To a solution of 1-allyldimethylsilyl-4-bromobenzene (1 Scheme 1, 1.3 g, 5 mmol) in dry THF (10 mL) at −78° C. was added t-butyllithium (3.0 mL, 1.7 M solution in pentane, 5.1 mmol) over a period of 5 min. After 30 min stirring at −78° C., 2-(3-bromopropoxy)tetrahydro-2H-pyran (850 μL, 5 mmol) was added dropwise. The reaction mixture was warmed to room temperature and stirred further for 16 h. Concentrated NH4Cl (1 mL) was added to the solution, and the reaction mixture was concentrated under re... Reactants: [Al+3], COc1cc(Nc2nc3cc(C(=O)N(CC(C)C)CC(C)C)ccc3n2CCCN(C)CCc2ccccn2)cc(OC)c1OC, CCOC(C)=O, [H-], [H-], [H-], [H-], [Li+], C1CCOC1. The product is COc1cc(Nc2nc3cc(CN(CC(C)C)CC(C)C)ccc3n2CCCN(C)CCc2ccccn2)cc(OC)c1OC. Reaction SMILES: [Al+3:2].[CH2:7]([CH:8]([CH3:9])[CH3:10])[N:11]([C:12](=[O:13])[c:14]1[cH:15][c:16]2[c:17]([n:18]([CH2:34][CH2:35][CH2:36][N:37]([CH2:38][CH2:39][c:40]3[n:41][cH:42][cH:43][cH:44][cH:45]3)[CH3:46])[c:19]([NH:21][c:22]3[cH:23][c:24]([O:32][CH3:33])[c:25]([O:30][CH3:31])[c:26]([O:28][CH3:29])[cH:27]3)[n:20]2)[cH:47][cH:48]1)[CH2:49][CH:50]([CH3:51])[CH3:52].[CH3:53][CH2:54][O:55][C:56](=[O:57])[CH3:58].[H-:1].[H-:4].[H-:5].[H-:6].[Li+:3].[O:59]1[CH2:60][CH2:61][CH2:62][CH2:63]1>>[CH2:7]([CH:8]([CH3:9])[CH3:10])[N:11]([CH2:12][c:14]1[cH:15][c:16]2[c:17]([n:18]([CH2:34][CH2:35][CH2:36][N:37]([CH2:38][CH2:39][c:40]3[n:41][cH:42][cH:43][cH:44][cH:45]3)[CH3:46])[c:19]([NH:21][c:22]3[cH:23][c:24]([O:32][CH3:33])[c:25]([O:30][CH3:31])[c:26]([O:28][CH3:29])[cH:27]3)[n:20]2)[cH:47][cH:48]1)[CH2:49][CH:50]([CH3:51])[CH3:52].